This data is from the Open Reaction Database (ORD), a public repository of structured organic reaction records. The task is: describe an organic reaction: reactants, conditions, products, and yield The reactants are OCC(CO)OCc1ccccc1, CCOC(C)=O. Yields the product c1ccc(COC2COCOC2)cc1. Reaction SMILES: [CH2:1]([c:2]1[cH:3][cH:4][cH:5][cH:6][cH:7]1)[O:8][CH:9]([CH2:10][OH:11])[CH2:12][OH:13].[CH3:14][CH2:15][O:16][C:17]([CH3:18])=[O:19]>>[CH2:1]([c:2]1[cH:3][cH:4][cH:5][cH:6][cH:7]1)[O:8][CH:9]1[CH2:10][O:11][CH2:14][O:13][CH2:12]1. Starting materials: COc1ccc(C=O)cc1OC1CCCC1, Cl, NO, O, c1ccncc1. The product is COc1ccc(C=NO)cc1OC1CCCC1. Reaction SMILES: [CH:1]1([O:6][c:7]2[cH:8][c:9]([CH:10]=[O:11])[cH:12][cH:13][c:14]2[O:15][CH3:16])[CH2:2][CH2:3][CH2:4][CH2:5]1.[ClH:17].[NH2:18][OH:19].[OH2:20].[cH:21]1[cH:22][cH:23][n:24][cH:25][cH:26]1>>[CH:1]1([O:6][c:7]2[cH:8][c:9]([CH:10]=[N:18][OH:19])[cH:12][cH:13][c:14]2[O:15][CH3:16])[CH2:2][CH2:3][CH2:4][CH2:5]1. Starting materials: FC1=NC(=CN=C1CCCCCCCC)C1=CC=C(C=C1)O[Si](C1=CC=CC=C1)(C1=CC=CC=C1)C(C)(C)C (2-fluoro-3-octyl-6-(4-tert-butyldiphenylsilyloxyphenyl)pyrazine), solution, [F-].C(CCC)[N+](CCCC)(CCCC)CCCC (tetra-n-butylammonium fluoride). The solvent is O1CCCC1 (tetrahydrofuran), O1CCCC1 (tetrahydrofuran). Yields the product FC1=NC(=CN=C1CCCCCCCC)C1=CC=C(C=C1)O (2-fluoro-3-octyl-6-(4-hydroxyphenyl) pyrazine). Isolated yield 90.7%. Reaction SMILES: [F:1][C:2]1[C:7]([CH2:8][CH2:9][CH2:10][CH2:11][CH2:12][CH2:13][CH2:14][CH3:15])=[N:6][CH:5]=[C:4]([C:16]2[CH:21]=[CH:20][C:19]([O:22][Si](C(C)(C)C)(C3C=CC=CC=3)C3C=CC=CC=3)=[CH:18][CH:17]=2)[N:3]=1.[F-].C([N+](CCCC)(CCCC)CCCC)CCC>O1CCCC1>[F:1][C:2]1[C:7]([CH2:8][CH2:9][CH2:10][CH2:11][CH2:12][CH2:13][CH2:14][CH3:15])=[N:6][CH:5]=[C:4]([C:16]2[CH:17]=[CH:18][C:19]([OH:22])=[CH:20][CH:21]=2)[N:3]=1 |f:1.2|. Procedure details: 11.82 g (21.87 mmol) of 2-fluoro-3-octyl-6-(4-tert-butyldiphenylsilyloxyphenyl)pyrazine and 43.74 ml of a 1 molar solution of tetra-n-butylammonium fluoride in tetrahydrofuran are stirred for 1 hour at room temperature in 140 ml of tetrahydrofuran. The reaction mixture is partitioned between aqueous sodium chloride solution and ether, the organic phase is washed with aqueous sodium chloride solution, dried over sodium sulfate, and freed from solvent, and the product is recrystallized from n-hexa... Starting materials: CC(=O)OC(C)=O, COC(=O)c1cc([N+](=O)[O-])c(C(F)(F)F)cc1N. Yields the product COC(=O)c1cc([N+](=O)[O-])c(C(F)(F)F)cc1NC(C)=O. Reaction SMILES: [CH3:19][C:20](=[O:21])[O:22][C:23](=[O:24])[CH3:25].[CH3:1][O:2][C:3]([c:4]1[c:5]([NH2:17])[cH:6][c:7]([C:13]([F:14])([F:15])[F:16])[c:8]([N+:10](=[O:11])[O-:12])[cH:9]1)=[O:18]>>[CH3:1][O:2][C:3]([c:4]1[c:5]([NH:17][C:20]([CH3:19])=[O:21])[cH:6][c:7]([C:13]([F:14])([F:15])[F:16])[c:8]([N+:10](=[O:11])[O-:12])[cH:9]1)=[O:18]. Starting materials: C(C)(C)(C)C=1C=C(N)C=C(C1OC)I (3-tert-Butyl-5-iodo-4-methoxyaniline), N(=C=O)CCC(=O)OCC (ethyl 3-isocyanatopropionate). The product is C(C)(C)(C)C=1C=C(C=C(C1OC)I)NC(NCCC(=O)OCC)=O (ethyl 3-(3-(3-tert-butyl-5-iodo-4-methoxyphenyl)ureido)propanoate). Isolated yield 83.0%. RXN SMILES: [C:1]([C:5]1[CH:6]=[C:7]([CH:9]=[C:10]([I:14])[C:11]=1[O:12][CH3:13])[NH2:8])([CH3:4])([CH3:3])[CH3:2].[N:15]([CH2:18][CH2:19][C:20]([O:22][CH2:23][CH3:24])=[O:21])=[C:16]=[O:17]>>[C:1]([C:5]1[CH:6]=[C:7]([NH:8][C:16](=[O:17])[NH:15][CH2:18][CH2:19][C:20]([O:22][CH2:23][CH3:24])=[O:21])[CH:9]=[C:10]([I:14])[C:11]=1[O:12][CH3:13])([CH3:4])([CH3:2])[CH3:3]. Procedure: 3-tert-Butyl-5-iodo-4-methoxyaniline (305 mg, 1 mmol) and ethyl 3-isocyanatopropionate were reacted in the same manner as Example 15 Part A and purified on an Isco 40 g silica cartridge eluting with ethyl acetate/hexane (0% to 25%) to give the title compound (373 mg, 83%). The reactants are BrC=1C=C2C(=NC1)NN=C2C (5-bromo-3-methyl-1H-pyrazolo[3,4-b]pyridine), O1CCOCC1 (dioxane), C([O-])([O-])=O.[Na+].[Na+] (sodium carbonate). Reagents/catalysts: catalyst. Run in O (water), CCOC(=O)C (EtOAc). Conditions: temperature 165 celsius, time 20 second. The product is CC1=NNC2=NC=C(C=C21)C(=O)O (3-Methyl-1H-pyrazolo[3,4-b]pyridine-5-carboxylic acid). Isolated yield 28.8%. Reaction SMILES: Br[C:2]1[CH:3]=[C:4]2[C:10]([CH3:11])=[N:9][NH:8][C:5]2=[N:6][CH:7]=1.O1CCOCC1.[C:18](=O)([O-:20])[O-:19].[Na+].[Na+]>O.CCOC(C)=O>[CH3:11][C:10]1[C:4]2[C:5](=[N:6][CH:7]=[C:2]([C:18]([OH:20])=[O:19])[CH:3]=2)[NH:8][N:9]=1 |f:2.3.4|. Procedure: A microwave tube was charged with 5-bromo-3-methyl-1H-pyrazolo[3,4-b]pyridine (515 mg, 2.43 mmol), dioxane (2 mL), Hermann's catalyst (72.1 mg, 0.12 mmol) and a solution of sodium carbonate (772 mg, 7.29 mmol) in water (5 mL). The mixture was stirred for 20 sec, heated at 165° C. for 15 minutes in a microwave reactor at very high absorption setting. The reaction was vented before handling. The mixture was diluted with EtOAc and stirred for 5 minutes before filtering through diatomaceous earth to... Reaction SMILES: [N:1]1[O:5][N:4]=[C:3]2[CH:6]=[C:7]([C:10]3[C:11]([O:19][CH2:20][C:21]([F:24])([F:23])[F:22])=[N:12][CH:13]=[C:14]([CH:18]=3)[C:15](O)=[O:16])[CH:8]=[CH:9][C:2]=12.[F:25][C:26]([F:35])([F:34])[C:27]1[N:31]=[C:30]([CH2:32][NH2:33])[O:29][N:28]=1>>[N:1]1[O:5][N:4]=[C:3]2[CH:6]=[C:7]([C:10]3[C:11]([O:19][CH2:20][C:21]([F:23])([F:24])[F:22])=[N:12][CH:13]=[C:14]([CH:18]=3)[C:15]([NH:33][CH2:32][C:30]3[O:29][N:28]=[C:27]([C:26]([F:35])([F:34])[F:25])[N:31]=3)=[O:16])[CH:8]=[CH:9][C:2]=12. Starting materials: N1=C2C(=NO1)C=C(C=C2)C=2C(=NC=C(C(=O)O)C2)OCC(F)(F)F (5-benzo[1,2,5]oxadiazol-5-yl-6-(2,2,2-trifluoro-ethoxy)-nicotinic acid), FC(C1=NOC(=N1)CN)(F)F (3-trifluoromethyl-[1,2,4]oxadiazol-5-methanamine). Procedure details: The title compound was synthesized in analogy to Example 1 using 5-benzo[1,2,5]oxadiazol-5-yl-6-(2,2,2-trifluoro-ethoxy)-nicotinic acid (example CH) and 3-trifluoromethyl-[1,2,4]oxadiazol-5-methanamine (example AK) as starting materials; MS (ESI) 489.2 (M+H)+. Product: N1=C2C(=NO1)C=C(C=C2)C=2C(=NC=C(C(=O)NCC1=NC(=NO1)C(F)(F)F)C2)OCC(F)(F)F (5-Benzo[1,2,5]oxadiazol-5-yl-6-(2,2,2-trifluoro-ethoxy)-N-(3-trifluoromethyl-[1,2,4]oxadiazol-5-yl-methyl)-nicotinamide). Reagents/catalysts: [Pd] (palladium on carbon). Conditions: time 3 hour. RXN SMILES: [CH2:1]([C:6]1[CH:11]=[CH:10][CH:9]=[CH:8][CH:7]=1)[C:2]([CH3:5])([CH3:4])[CH3:3].[N+:12]([O-])(O)=O.[C:16]([O:19]C(=O)C)(=O)[CH3:17]>CO.[Pd]>[CH2:1]([C:6]1[CH:7]=[CH:8][C:9]([NH:12][C:16](=[O:19])[CH3:17])=[CH:10][CH:11]=1)[C:2]([CH3:5])([CH3:4])[CH3:3]. Yield: 22.0%. Starting materials: C(C)(=O)OC(C)=O (acetic anhydride), [N+](=O)(O)[O-] (nitric acid), C(C)(=O)OC(C)=O (acetic anhydride), C(C(C)(C)C)C1=CC=CC=C1 (neopentylbenzene), C(C)(=O)OC(C)=O (acetic anhydride), ice water. Procedure: To a solution of neopentylbenzene (9.20 g, 62 mmol) in acetic anhydride (30 mL) cooled in an ice bath was slowly added a solution of nitric acid (3.5 mL, 83 mmol) in acetic anhydride (10 mL). The reaction was allowed to warm to room temperature for 18 hours. The yellow reaction mixture was added to ice water and extracted with diethylether (3×). The organic layers were combined, washed with brine, dried over anhydrous magnesium sulphate, filtered, and concentrated in vacuo. This provided a 1:1 m... Yields the product C(C(C)(C)C)C1=CC=C(C=C1)NC(C)=O (N-(4-Neopentylphenyl)acetamide). The solvent is CO (methanol). Starting materials: CC(C)(C)[Si](OC1C(CC1CO[Si](C1=CC=CC=C1)(C1=CC=CC=C1)C(C)(C)C)N=[N+]=[N-])(C1=CC=CC=C1)C1=CC=CC=C1 (2-(((1,1-dimethylethyl)diphenylsilyl)oxy)-3-(((1,1-dimethylethyl)diphenyl-silyl)oxymethyl)-1-azidocyclobutane), product, C(=O)[O-].[NH4+] (ammonium formate). The reagents and catalysts are [Pd] (palladium on carbon). Run in CO (methanol). Conditions: time 23 hour. Yields the product CC(C)(C)[Si](OC1C(CC1CO[Si](C1=CC=CC=C1)(C1=CC=CC=C1)C(C)(C)C)N)(C1=CC=CC=C1)C1=CC=CC=C1 (2-(((1,1-dimethylethyl)diphenylsilyl)oxy)-3-(((1,1-dimethylethyl)-diphenylsilyl)oxymethyl)-1-aminocyclobutane). Isolated yield 92.3%. As a reaction SMILES: [CH3:1][C:2]([Si:5]([C:39]1[CH:44]=[CH:43][CH:42]=[CH:41][CH:40]=1)([C:33]1[CH:38]=[CH:37][CH:36]=[CH:35][CH:34]=1)[O:6][CH:7]1[CH:10]([CH2:11][O:12][Si:13]([C:26]([CH3:29])([CH3:28])[CH3:27])([C:20]2[CH:25]=[CH:24][CH:23]=[CH:22][CH:21]=2)[C:14]2[CH:19]=[CH:18][CH:17]=[CH:16][CH:15]=2)[CH2:9][CH:8]1[N:30]=[N+]=[N-])([CH3:4])[CH3:3].C([O-])=O.[NH4+]>CO.[Pd]>[CH3:4][C:2]([Si:5]([C:39]1[CH:40]=[CH:41][CH:42]=[CH:43][CH:44]=1)([C:33]1[CH:34]=[CH:35][CH:36]=[CH:37][CH:38]=1)[O:6][CH:7]1[CH:10]([CH2:11][O:12][Si:13]([C:26]([CH3:27])([CH3:28])[CH3:29])([C:14]2[CH:15]=[CH:16][CH:17]=[CH:18][CH:19]=2)[C:20]2[CH:25]=[CH:24][CH:23]=[CH:22][CH:21]=2)[CH2:9][CH:8]1[NH2:30])([CH3:1])[CH3:3] |f:1.2|. Reported procedure: 2-(((1,1-dimethylethyl)diphenylsilyl)oxy)-3-(((1,1-dimethylethyl)diphenyl-silyl)oxymethyl)-1-azidocyclobutane (800 mg, 1.29 mmol), the product of Step M, was dissolved in 20 mL of methanol. To this solution was added 200 mg of 5% palladium on carbon, followed by 420 mg of ammonium formate. The flask was stoppered and the reaction mixture was stirred at ambient temperature for 23 h. The reaction mixture was filtered and the filtrate concentrated under reduced pressure. The residue was dissolved i... Starting materials: COC=1C=C2C(C(=CN(C2=CC1OC)C)C(=O)OCC)=O (ethyl 6,7-dimethoxy-1-methyl-4-oxo-1,4-dihydroquinoline-3-carboxylate), N (ammonia). Run in C(C)O (ethanol). The product is COC=1C=C2C(C(=CN(C2=CC1OC)C)C(=O)N)=O (6,7-dimethoxy-1-methyl-4-oxo-1,4-dihydroquinoline-3-carboxamide). As a reaction SMILES: [CH3:1][O:2][C:3]1[CH:4]=[C:5]2[C:10](=[CH:11][C:12]=1[O:13][CH3:14])[N:9]([CH3:15])[CH:8]=[C:7]([C:16](OCC)=[O:17])[C:6]2=[O:21].[NH3:22]>C(O)C>[CH3:1][O:2][C:3]1[CH:4]=[C:5]2[C:10](=[CH:11][C:12]=1[O:13][CH3:14])[N:9]([CH3:15])[CH:8]=[C:7]([C:16]([NH2:22])=[O:17])[C:6]2=[O:21]. Procedure details: A mixture of ethyl 6,7-dimethoxy-1-methyl-4-oxo-1,4-dihydroquinoline-3-carboxylate (4.0 g) and ethanol saturated with ammonia (200 ml) was heated at 100° in a stainless steel pressure vessel for 20 hours, then cooled to ambient temperature. The mixture was evaporated and the residue purified by high pressure liquid chromatography on silica using dichloromethane IMS 96.5:3.5 as the eluent. The resulting product was recrystallised from IMS to give the novel compound 6,7-dimethoxy-1-methyl-4-oxo-1,...